From a dataset of the Open Reaction Database (ORD), a public repository of structured organic reaction records. describe an organic reaction: reactants, conditions, products, and yield Starting materials: C(C(=O)O)(=O)O.C(C1=CC=CC=C1)N1CC(CCC1)C1=CC(=C(C=C1)OC(C)=O)OC(C)=O (N-benzyl-3-(3',4'-diacetoxyphenyl)-piperidine oxalate). Solvent: C(C)O (ethanol), [H][H] (hydrogen), [H][H] (hydrogen). The product is C(C(=O)O)(=O)O.C(C)(=O)OC=1C=C(C=CC1OC(C)=O)C1CNCCC1 (3-(3',4'-diacetoxyphenyl)-piperidine oxalate). The yield is 40.5%. RXN SMILES: [C:1]([OH:6])(=[O:5])[C:2]([OH:4])=[O:3].C([N:14]1[CH2:19][CH2:18][CH2:17][CH:16]([C:20]2[CH:25]=[CH:24][C:23]([O:26][C:27](=[O:29])[CH3:28])=[C:22]([O:30][C:31](=[O:33])[CH3:32])[CH:21]=2)[CH2:15]1)C1C=CC=CC=1>C(O)C.[H][H]>[C:1]([OH:6])(=[O:5])[C:2]([OH:4])=[O:3].[C:31]([O:30][C:22]1[CH:21]=[C:20]([CH:16]2[CH2:17][CH2:18][CH2:19][NH:14][CH2:15]2)[CH:25]=[CH:24][C:23]=1[O:26][C:27](=[O:29])[CH3:28])(=[O:33])[CH3:32] |f:0.1,4.5|. Procedure details: 5 g of 10% palladized activated carbon were added to a solution of 10 g of the product of Step C in 600 ml of ethanol and hydrogen was introduced until hydrogen absorption ceased. The mixture was filtered and the filtrate was evaporated to dryness. The residue was dissolved in ethanol and the solution was cooled and vacuum filtered. The mother liquors were concentrated while progressively adding ethanol to a volume of 50 ml and was cooled and vacuum filtered. The recovered crystals were dried to... Yields the product O=c1[nH]nc(Cl)c2cc(NCc3ccccc3-c3ccco3)ccc12. Starting materials: O=c1[nH]nc(Cl)c2cc(Br)ccc12, CCOC(C)=O, O=C(C=Cc1ccccc1)C=Cc1ccccc1, O=C(C=Cc1ccccc1)C=Cc1ccccc1, O=C(C=Cc1ccccc1)C=Cc1ccccc1, [Pd], [Pd], NCc1ccccc1-c1ccco1. Reaction SMILES: [Br:1][c:2]1[cH:3][c:4]2[c:5]([Cl:13])[n:6][nH:7][c:8](=[O:12])[c:9]2[cH:10][cH:11]1.[CH3:27][CH2:28][O:29][C:30]([CH3:31])=[O:32].[O:35]=[C:36]([CH:37]=[CH:38][c:39]1[cH:40][cH:41][cH:42][cH:43][cH:44]1)[CH:45]=[CH:46][c:47]1[cH:48][cH:49][cH:50][cH:51][cH:52]1.[O:53]=[C:54]([CH:55]=[CH:56][c:57]1[cH:58][cH:59][cH:60][cH:61][cH:62]1)[CH:63]=[CH:64][c:65]1[cH:66][cH:67][cH:68][cH:69][cH:70]1.[O:71]=[C:72]([CH:73]=[CH:74][c:75]1[cH:76][cH:77][cH:78][cH:79][cH:80]1)[CH:81]=[CH:82][c:83]1[cH:84][cH:85][cH:86][cH:87][cH:88]1.[Pd:33].[Pd:34].[o:14]1[c:15](-[c:19]2[c:20]([CH2:21][NH2:22])[cH:23][cH:24][cH:25][cH:26]2)[cH:16][cH:17][cH:18]1>>[c:2]1([NH:22][CH2:21][c:20]2[c:19](-[c:15]3[o:14][cH:18][cH:17][cH:16]3)[cH:26][cH:25][cH:24][cH:23]2)[cH:3][c:4]2[c:5]([Cl:13])[n:6][nH:7][c:8](=[O:12])[c:9]2[cH:10][cH:11]1.